Dataset: the Open Reaction Database (ORD), a public repository of structured organic reaction records. Task: describe an organic reaction: reactants, conditions, products, and yield Starting materials: CC(C)(C)C(=O)OCCl, O=C([O-])[O-], N=C(NC(=O)OCc1ccccc1)c1ccc(-c2nc3cc(C(=O)NCCC(=O)O)ccc3n2CCCCc2ccccc2)cc1, CS(C)=O, [I-], [K+], [K+], [K+]. Product: CC(C)(C)C(=O)OCOC(=O)CCNC(=O)c1ccc2c(c1)nc(-c1ccc(C(=N)NC(=O)OCc3ccccc3)cc1)n2CCCCc1ccccc1. Reaction SMILES: [C:47]([C:48]([CH3:49])([CH3:50])[CH3:51])(=[O:52])[O:53][CH2:54][Cl:55].[C:56](=[O:57])([O-:58])[O-:59].[CH2:1]([c:2]1[cH:3][cH:4][cH:5][cH:6][cH:7]1)[O:8][C:9](=[O:10])[NH:11][C:12](=[NH:13])[c:14]1[cH:15][cH:16][c:17](-[c:20]2[n:21][c:22]3[c:23]([n:24]2[CH2:25][CH2:26][CH2:27][CH2:28][c:29]2[cH:30][cH:31][cH:32][cH:33][cH:34]2)[cH:35][cH:36][c:37]([C:39](=[O:40])[NH:41][CH2:42][CH2:43][C:44](=[O:45])[OH:46])[cH:38]3)[cH:18][cH:19]1.[CH3:64][S:65]([CH3:66])=[O:67].[I-:63].[K+:60].[K+:61].[K+:62]>>[CH2:1]([c:2]1[cH:3][cH:4][cH:5][cH:6][cH:7]1)[O:8][C:9](=[O:10])[NH:11][C:12](=[NH:13])[c:14]1[cH:15][cH:16][c:17](-[c:20]2[n:21][c:22]3[c:23]([n:24]2[CH2:25][CH2:26][CH2:27][CH2:28][c:29]2[cH:30][cH:31][cH:32][cH:33][cH:34]2)[cH:35][cH:36][c:37]([C:39](=[O:40])[NH:41][CH2:42][CH2:43][C:44](=[O:45])[O:46][CH2:54][O:53][C:47]([C:48]([CH3:49])([CH3:50])[CH3:51])=[O:52])[cH:38]3)[cH:18][cH:19]1. Reactants: NC1CCN(CC1)CCN1C(C=NC2=CC=C(C=C12)OC)=O (1-(2-(4-aminopiperidin-1-yl)ethyl)-7-methoxyquinoxalin-2(1H)-one), O1CCOC2=NC=C(C=C21)C=O (2,3-dihydro-1,4-dioxino[2,3-b]pyridine-7-carbaldehyde), C(O)([O-])=O.[Na+] (sodium hydrogen carbonate), C(C)(=O)O[BH-](OC(C)=O)OC(C)=O.[Na+] (sodium triacetoxyborohydride). The solvent is C(C)(=O)O (acetic acid), C(Cl)(Cl)Cl (chloroform). Reaction conditions: time 1 hour. Product: O1CCOC2=NC=C(C=C21)CNC2CCN(CC2)CCN2C(C=NC1=CC=C(C=C21)OC)=O (1-(2-(4-((2,3-dihydro-1,4-dioxino[2,3-b]pyridin-7-yl)methylamino)piperidin-1-yl)ethyl)-7-methoxyquinoxalin-2(1H)-one). The yield is 85.9%. As a reaction SMILES: [NH2:1][CH:2]1[CH2:7][CH2:6][N:5]([CH2:8][CH2:9][N:10]2[C:19]3[C:14](=[CH:15][CH:16]=[C:17]([O:20][CH3:21])[CH:18]=3)[N:13]=[CH:12][C:11]2=[O:22])[CH2:4][CH2:3]1.[O:23]1[C:32]2[C:27](=[N:28][CH:29]=[C:30]([CH:33]=O)[CH:31]=2)[O:26][CH2:25][CH2:24]1.C(O[BH-](OC(=O)C)OC(=O)C)(=O)C.[Na+].C(=O)([O-])O.[Na+]>C(O)(=O)C.C(Cl)(Cl)Cl>[O:23]1[C:32]2[C:27](=[N:28][CH:29]=[C:30]([CH2:33][NH:1][CH:2]3[CH2:3][CH2:4][N:5]([CH2:8][CH2:9][N:10]4[C:19]5[C:14](=[CH:15][CH:16]=[C:17]([O:20][CH3:21])[CH:18]=5)[N:13]=[CH:12][C:11]4=[O:22])[CH2:6][CH2:7]3)[CH:31]=2)[O:26][CH2:25][CH2:24]1 |f:2.3,4.5|. Procedure details: To 10 mL of a chloroform solution containing 139 mg of 1-(2-(4-aminopiperidin-1-yl)ethyl)-7-methoxyquinoxalin-2(1H)-one and 69 mg of 2,3-dihydro-1,4-dioxino[2,3-b]pyridine-7-carbaldehyde, 28 mg of acetic acid was added, and stirred at room temperature for 1 hour. To the reaction mixture, 133 mg of sodium triacetoxyborohydride was added, and stirred overnight. To the reaction mixture, aqueous saturated sodium hydrogen carbonate solution was added, and the organic layer was separated. The organic ... The reactants are CC(C)(CC=CC(=O)O)NC(=O)OC(C)(C)C, CI, CCOC(C)=O, [H-], [Na+], C1CCOC1, O. Yields the product CN(C(=O)OC(C)(C)C)C(C)(C)CC=CC(=O)O. Reaction SMILES: [C:1]([CH3:2])([CH3:3])([CH3:4])[O:5][C:6](=[O:7])[NH:8][C:9]([CH2:10][CH:11]=[CH:12][C:13](=[O:14])[OH:15])([CH3:16])[CH3:17].[CH3:18][I:19].[CH3:22][CH2:23][O:24][C:25](=[O:26])[CH3:27].[H-:20].[Na+:21].[O:28]1[CH2:29][CH2:30][CH2:31][CH2:32]1.[OH2:33]>>[C:1]([CH3:2])([CH3:3])([CH3:4])[O:5][C:6](=[O:7])[N:8]([C:9]([CH2:10][CH:11]=[CH:12][C:13](=[O:14])[OH:15])([CH3:16])[CH3:17])[CH3:22]. Reactants: ClC1=NC=NC2=C(C=CC=C12)[N+](=O)[O-] (4-chloro-8-nitroquinazoline), FC(C=1C=C(N)C=CC1)(F)F (3-(trifluoromethyl)aniline). Run in CC(C)O (iPrOH). Yields the product [N+](=O)([O-])C=1C=CC=C2C(=NC=NC12)NC1=CC(=CC=C1)C(F)(F)F (8-nitro-N-(3-(trifluoromethyl)phenyl)quinazolin-4-amine). Yield: 88.9%. As a reaction SMILES: Cl[C:2]1[C:11]2[C:6](=[C:7]([N+:12]([O-:14])=[O:13])[CH:8]=[CH:9][CH:10]=2)[N:5]=[CH:4][N:3]=1.[F:15][C:16]([F:25])([F:24])[C:17]1[CH:18]=[C:19]([CH:21]=[CH:22][CH:23]=1)[NH2:20]>CC(O)C>[N+:12]([C:7]1[CH:8]=[CH:9][CH:10]=[C:11]2[C:6]=1[N:5]=[CH:4][N:3]=[C:2]2[NH:20][C:19]1[CH:21]=[CH:22][CH:23]=[C:17]([C:16]([F:15])([F:24])[F:25])[CH:18]=1)([O-:14])=[O:13]. Procedure details: A solution of 4-chloro-8-nitroquinazoline (300 mg, 1.43 mmol) and 3-(trifluoromethyl)aniline (461 mg, 2.86 mmol) in iPrOH (1.5 mL) was heated in a sealed tube at 120° C. for 2 h. Then the reaction mixture was concentrated and purified by triturating in Et2O to afford 425 mg of the title product. 1H NMR (300 MHz, DMSO d6): δ 10.52 (br s, 1H), 8.88 (d, J=7.8 Hz, 1H), 8.75 (s, 1H), 8.42 (d, J=7.2 Hz, 1H), 8.31 (s, 1H), 8.22 (d, J=6.9 Hz, 1H), 7.87-7.81 (t, J=8.4 Hz, 1H), 7.71-7.65 (t, J=7.8 Hz, 1H)...